This data is from the Open Reaction Database (ORD), a public repository of structured organic reaction records. The task is: describe an organic reaction: reactants, conditions, products, and yield The reactants are O=C([O-])[O-], COCCOC, Fc1cnccc1Cl, [K+], [K+], O=[N+]([O-])c1ccc(B(O)O)cc1, [Pd], c1ccc(P(c2ccccc2)c2ccccc2)cc1, c1ccc(P(c2ccccc2)c2ccccc2)cc1, c1ccc(P(c2ccccc2)c2ccccc2)cc1, c1ccc(P(c2ccccc2)c2ccccc2)cc1. As a reaction SMILES: [C:21](=[O:22])([O-:23])[O-:24].[CH3:27][O:28][CH2:29][CH2:30][O:31][CH3:32].[Cl:13][c:14]1[c:15]([F:20])[cH:16][n:17][cH:18][cH:19]1.[K+:25].[K+:26].[N+:1](=[O:2])([O-:3])[c:4]1[cH:5][cH:6][c:7]([B:10]([OH:11])[OH:12])[cH:8][cH:9]1.[Pd:33].[c:34]1([P:35]([c:36]2[cH:37][cH:38][cH:39][cH:40][cH:41]2)[c:42]2[cH:43][cH:44][cH:45][cH:46][cH:47]2)[cH:48][cH:49][cH:50][cH:51][cH:52]1.[c:53]1([P:54]([c:55]2[cH:56][cH:57][cH:58][cH:59][cH:60]2)[c:61]2[cH:62][cH:63][cH:64][cH:65][cH:66]2)[cH:67][cH:68][cH:69][cH:70][cH:71]1.[c:72]1([P:73]([c:74]2[cH:75][cH:76][cH:77][cH:78][cH:79]2)[c:80]2[cH:81][cH:82][cH:83][cH:84][cH:85]2)[cH:86][cH:87][cH:88][cH:89][cH:90]1.[c:91]1([P:92]([c:93]2[cH:94][cH:95][cH:96][cH:97][cH:98]2)[c:99]2[cH:100][cH:101][cH:102][cH:103][cH:104]2)[cH:105][cH:106][cH:107][cH:108][cH:109]1>>[N+:1](=[O:2])([O-:3])[c:4]1[cH:5][cH:6][c:7](-[c:14]2[c:15]([F:20])[cH:16][n:17][cH:18][cH:19]2)[cH:8][cH:9]1. Yields the product O=[N+]([O-])c1ccc(-c2ccncc2F)cc1. Starting materials: CCOC(C)=O, CC(=O)O, Cc1ccc(N)cc1, N#C[Na], O=C1CCCCC1. The product is Cc1ccc(NC2(C#N)CCCCC2)cc1. RXN SMILES: [CH3:19][CH2:20][O:21][C:22](=[O:23])[CH3:24].[CH3:25][C:26](=[O:27])[OH:28].[CH3:4][c:5]1[cH:6][cH:7][c:8]([NH2:9])[cH:10][cH:11]1.[Na:1][C:2]#[N:3].[O:12]=[C:13]1[CH2:14][CH2:15][CH2:16][CH2:17][CH2:18]1>>[C:2](#[N:3])[C:13]1([NH:9][c:8]2[cH:7][cH:6][c:5]([CH3:4])[cH:11][cH:10]2)[CH2:14][CH2:15][CH2:16][CH2:17][CH2:18]1. Reactants: C1(=CC=CC=C1)OC(NC1=C(C(=NS1)OCC1=C(C=C(C(=C1)F)C)F)C(N)=O)=O ([4-carbamoyl-3-(2,5-difluoro-4-methyl-benzyloxy)-isothiazol-5-yl]-carbamic acid phenyl ester), NCCCCN1CC(C(C1)O)O (1-(4-amino-butyl)-pyrrolidine-3,4-diol). Product: FC1=C(COC2=NSC(=C2C(=O)N)NC(=O)NCCCCN2CC(C(C2)O)O)C=C(C(=C1)C)F (3-(2,5-Difluoro-4-methyl-benzyloxy)-5-{3-[4-(3,4-dihydroxy-pyrrolidin-1-yl)-butyl]-ureido}-isothiazole-4-carboxylic Acid Amide). RXN SMILES: C1(O[C:8](=[O:29])[NH:9][C:10]2[S:14][N:13]=[C:12]([O:15][CH2:16][C:17]3[CH:22]=[C:21]([F:23])[C:20]([CH3:24])=[CH:19][C:18]=3[F:25])[C:11]=2[C:26](=[O:28])[NH2:27])C=CC=CC=1.[NH2:30][CH2:31][CH2:32][CH2:33][CH2:34][N:35]1[CH2:39][CH:38]([OH:40])[CH:37]([OH:41])[CH2:36]1>>[F:25][C:18]1[CH:19]=[C:20]([CH3:24])[C:21]([F:23])=[CH:22][C:17]=1[CH2:16][O:15][C:12]1[C:11]([C:26]([NH2:27])=[O:28])=[C:10]([NH:9][C:8]([NH:30][CH2:31][CH2:32][CH2:33][CH2:34][N:35]2[CH2:39][CH:38]([OH:40])[CH:37]([OH:41])[CH2:36]2)=[O:29])[S:14][N:13]=1. Procedure: The title compound was prepared from [4-carbamoyl-3-(2,5-difluoro-4-methyl-benzyloxy)-isothiazol-5-yl]-carbamic acid phenyl ester and 1-(4-amino-butyl)-pyrrolidine-3,4-diol by the procedure analogous to Example 8. HPLC ret. time: minutes. 1H NMR (400 MHz, CD3OD) δ 7.20 (dd, 1H, J=6.0, 9.2 Hz), 7.04 (dd, 1H, J=6.8, 9.6 Hz), 5.45 (s, 2H), 3.63 (t, 4H, J=5.6 Hz), 3.28 (m), 2.74 (m, 4H), 2.68 (m, 2H), 2.25 (d, 3H, J=2.0 Hz), 1.56 (m, 4H) ppm.